This data is from the Open Reaction Database (ORD), a public repository of structured organic reaction records. The task is: describe an organic reaction: reactants, conditions, products, and yield The reactants are CC(C)(C)[Si](C)(C)Cl, CCOC(C)=O, CCOCC, ClCCl, O=[N+]([O-])c1ccccc1CCO, c1c[nH]cn1. Yields the product CC(C)(C)[Si](C)(C)OCCc1ccccc1[N+](=O)[O-]. As a reaction SMILES: [C:21]([CH3:22])([CH3:23])([CH3:24])[Si:25]([CH3:26])([CH3:27])[Cl:28].[CH3:29][CH2:30][O:31][C:32](=[O:33])[CH3:34].[CH3:35][CH2:36][O:37][CH2:38][CH3:39].[Cl:18][CH2:19][Cl:20].[N+:1](=[O:2])([O-:3])[c:4]1[c:5]([CH2:6][CH2:7][OH:8])[cH:9][cH:10][cH:11][cH:12]1.[nH:13]1[cH:14][cH:15][n:16][cH:17]1>>[N+:1](=[O:2])([O-:3])[c:4]1[c:5]([CH2:6][CH2:7][O:8][Si:25]([C:21]([CH3:22])([CH3:23])[CH3:24])([CH3:26])[CH3:27])[cH:9][cH:10][cH:11][cH:12]1. Reactants: CC(=O)OCCc1cc2c(s1)CCC1CC(=O)N(c3ccc(C)cc3)N=C21, O=C([O-])[O-], CO, [K+], [K+], O. Yields the product Cc1ccc(N2N=C3c4cc(CCO)sc4CCC3CC2=O)cc1. Reaction SMILES: [C:1](=[O:2])([CH3:3])[O:4][CH2:5][CH2:6][c:7]1[cH:8][c:9]2[c:10]([s:27]1)[CH2:11][CH2:12][CH:13]1[CH2:14][C:15](=[O:26])[N:16]([c:19]3[cH:20][cH:21][c:22]([CH3:25])[cH:23][cH:24]3)[N:17]=[C:18]21.[C:28](=[O:29])([O-:30])[O-:31].[CH3:35][OH:36].[K+:32].[K+:33].[OH2:34]>>[OH:4][CH2:5][CH2:6][c:7]1[cH:8][c:9]2[c:10]([s:27]1)[CH2:11][CH2:12][CH:13]1[CH2:14][C:15](=[O:26])[N:16]([c:19]3[cH:20][cH:21][c:22]([CH3:25])[cH:23][cH:24]3)[N:17]=[C:18]21. The reactants are C(C)OC(=O)C=1N=NC(=CC1)OCC=1C(=NOC1C)C1=CC=C(C=C1)F (6-[3-(4-fluoro-phenyl)-5-methyl-isoxazol-4-ylmethoxy]-pyridazine-3-carboxylic acid ethyl ester), N1CCS(CC1)(=O)=O (thiomorpholine-S,S-dioxide). Product: O=S1(CCN(CC1)C(=O)C=1N=NC(=CC1)OCC=1C(=NOC1C)C1=CC=C(C=C1)F)=O ((1,1-Dioxo-1λ6-thiomorpholin-4-yl)-{6-[3-(4-fluoro-phenyl)-5-methyl-isoxazol-4-ylmethoxy]-pyridazin-3-yl}-methanone). Yield: 73.0%. RXN SMILES: C(O[C:4]([C:6]1[N:7]=[N:8][C:9]([O:12][CH2:13][C:14]2[C:15]([C:20]3[CH:25]=[CH:24][C:23]([F:26])=[CH:22][CH:21]=3)=[N:16][O:17][C:18]=2[CH3:19])=[CH:10][CH:11]=1)=[O:5])C.[NH:27]1[CH2:32][CH2:31][S:30](=[O:34])(=[O:33])[CH2:29][CH2:28]1>>[O:33]=[S:30]1(=[O:34])[CH2:31][CH2:32][N:27]([C:4]([C:6]2[N:7]=[N:8][C:9]([O:12][CH2:13][C:14]3[C:15]([C:20]4[CH:21]=[CH:22][C:23]([F:26])=[CH:24][CH:25]=4)=[N:16][O:17][C:18]=3[CH3:19])=[CH:10][CH:11]=2)=[O:5])[CH2:28][CH2:29]1. Procedure: As described for example 59, 6-[3-(4-fluoro-phenyl)-5-methyl-isoxazol-4-ylmethoxy]-pyridazine-3-carboxylic acid ethyl ester (143 mg, 0.4 mmol) was converted, using thiomorpholine-S,S-dioxide instead of aminomethylcyclopropane, to the title compound (131 mg, 73%) which was obtained as an off white solid. MS: m/e=447.1 [M+H]+. The reactants are CC(C)(C)[Si](C)(C)OCCn1ncc2c1CCCC2N, CCN=C=NCCCN(C)C, Cc1ccc(S(=O)(=O)N2CCNC(=O)C2CC(=O)O)cc1, CN(C)C=O, On1nnc2ccccc21. Yields the product Cc1ccc(S(=O)(=O)N2CCNC(=O)C2CC(=O)NC2CCCc3c2cnn3CCO[Si](C)(C)C(C)(C)C)cc1. Reaction SMILES: [C:22]([CH3:23])([CH3:24])([CH3:25])[Si:26]([O:27][CH2:28][CH2:29][n:30]1[n:31][cH:32][c:33]2[c:38]1[CH2:37][CH2:36][CH2:35][CH:34]2[NH2:39])([CH3:40])[CH3:41].[CH3:52][CH2:53][N:54]=[C:55]=[N:56][CH2:57][CH2:58][CH2:59][N:60]([CH3:61])[CH3:62].[O:1]=[C:2]1[CH:3]([CH2:18][C:19](=[O:20])[OH:21])[N:4]([S:8](=[O:9])(=[O:10])[c:11]2[cH:12][cH:13][c:14]([CH3:15])[cH:16][cH:17]2)[CH2:5][CH2:6][NH:7]1.[O:63]=[CH:64][N:65]([CH3:66])[CH3:67].[OH:42][n:43]1[c:44]2[c:45]([cH:46][cH:47][cH:48][cH:49]2)[n:50][n:51]1>>[O:1]=[C:2]1[CH:3]([CH2:18][C:19](=[O:21])[NH:39][CH:34]2[c:33]3[cH:32][n:31][n:30]([CH2:29][CH2:28][O:27][Si:26]([C:22]([CH3:23])([CH3:24])[CH3:25])([CH3:40])[CH3:41])[c:38]3[CH2:37][CH2:36][CH2:35]2)[N:4]([S:8](=[O:9])(=[O:10])[c:11]2[cH:12][cH:13][c:14]([CH3:15])[cH:16][cH:17]2)[CH2:5][CH2:6][NH:7]1. The reactants are C(C)(C)(C)OC(=O)N1CCN(CC1)C(C1=C(C=CC=C1)F)=O (4-(2-fluoro-benzoyl)-piperazine-1-carboxylic acid tert-butyl ester), Cl (HCl), O1CCOCC1 (1,4-dioxane). Solvent: ClCCl (dichloromethane). Conditions: time 8 hour. Yields the product Cl.FC1=C(C=CC=C1)C(=O)N1CCNCC1 ((2-fluoro-phenyl)-piperazin-1-yl-methanone hydrochloride). Reaction SMILES: C(OC([N:8]1[CH2:13][CH2:12][N:11]([C:14](=[O:22])[C:15]2[CH:20]=[CH:19][CH:18]=[CH:17][C:16]=2[F:21])[CH2:10][CH2:9]1)=O)(C)(C)C.[ClH:23].O1CCOCC1>ClCCl>[ClH:23].[F:21][C:16]1[CH:17]=[CH:18][CH:19]=[CH:20][C:15]=1[C:14]([N:11]1[CH2:10][CH2:9][NH:8][CH2:13][CH2:12]1)=[O:22] |f:4.5|. Reported procedure: To a solution of 4-(2-fluoro-benzoyl)-piperazine-1-carboxylic acid tert-butyl ester (16.3 g, 53 mmol) in dichloromethane (100 mL), add a solution of 4 M HCl in 1,4-dioxane (40 mL, 159 mmol) and stir the reaction mixture at room temperature overnight. Add Et2O to the resultant white suspension and evaporate solvents under reduced pressure to give 12.6 g of (2-fluoro-phenyl)-piperazin-1-yl-methanone hydrochloride. ES+ (m/z) 209[M+H]). Reactants: FC1=CC=C(C(C(=O)O)O)C=C1 (4-fluoromandelic acid), [H-].[Al+3].[Li+].[H-].[H-].[H-] (lithium aluminum hydride). The solvent is O1CCCC1 (tetrahydrofuran). Conditions: temperature 0 celsius. Yields the product FC1=CC=C(C=C1)C(CO)O (1-(4-fluorophenyl)ethane-1,2-diol). Isolated yield 94.8%. RXN SMILES: [F:1][C:2]1[CH:12]=[CH:11][C:5]([CH:6]([OH:10])[C:7](O)=[O:8])=[CH:4][CH:3]=1.[H-].[Al+3].[Li+].[H-].[H-].[H-]>O1CCCC1>[F:1][C:2]1[CH:3]=[CH:4][C:5]([CH:6]([OH:10])[CH2:7][OH:8])=[CH:11][CH:12]=1 |f:1.2.3.4.5.6|. Procedure: To a stirred solution of 4-fluoromandelic acid (1.0 g, 5.88 mmol) in tetrahydrofuran was added lithium aluminum hydride (0.47 g, 12.34 mmol). The reaction mixture was refluxed for 1.5 hours. The reaction mixture was cooled (0° C.), quenched with sat. ammonium chloride solution, filtered, concentrated to yield 0.87 g of 1-(4-fluorophenyl)ethane-1,2-diol. Starting materials: [I-].[Na+] (sodium iodide), C([O-])([O-])=O.[K+].[K+] (potassium carbonate), CNCC1=NC2=CC=CC=C2C=C1 (2-(methylaminomethyl)quinoline), [N+](=O)([O-])C1=CC=C(OCCCCl)C=C1 (1-(4-nitrophenoxy)-3-chloropropane). The solvent is C(C)#N (acetonitrile). Conditions: temperature 80 celsius, time 8 hour. The product is [N+](=O)([O-])C1=CC=C(OCCCN(C)CC2=NC3=CC=CC=C3C=C2)C=C1 (2-[N-[3-(4-Nitrophenoxy)propyl]methylamino methyl]quinoline). Yield: 36.0%. As a reaction SMILES: [CH3:1][NH:2][CH2:3][C:4]1[CH:13]=[CH:12][C:11]2[C:6](=[CH:7][CH:8]=[CH:9][CH:10]=2)[N:5]=1.[I-].[Na+].C(=O)([O-])[O-].[K+].[K+].[N+:22]([C:25]1[CH:35]=[CH:34][C:28]([O:29][CH2:30][CH2:31][CH2:32]Cl)=[CH:27][CH:26]=1)([O-:24])=[O:23]>C(#N)C>[N+:22]([C:25]1[CH:35]=[CH:34][C:28]([O:29][CH2:30][CH2:31][CH2:32][N:2]([CH2:3][C:4]2[CH:13]=[CH:12][C:11]3[C:6](=[CH:7][CH:8]=[CH:9][CH:10]=3)[N:5]=2)[CH3:1])=[CH:27][CH:26]=1)([O-:24])=[O:23] |f:1.2,3.4.5|. Reported procedure: To a stirred suspension of 2-(methylaminomethyl)quinoline, prepared by the procedure of Example 3, Step 1, (3.67 g, 21.35 mmol), sodium iodide (2.78 g, 18.56 mmol), and potassium carbonate (3.08 g, 138.21 mmol) in acetonitrile (80 mL) was added 1-(4-nitrophenoxy)-3-chloropropane (4.00 g, 18.56 mmol). The mixture was stirred at 80° C. overnight, concentrated and partitioned between 10% K2CO3 and ethyl acetate. The organic phase was washed with brine, dried (MgSO4), and concentrated to afford an o... Starting materials: solution, Cl (hydrogen chloride), C(C=C)N1C(C(CSC2=C1C=CC=C2)NC(OC(C)(C)C)=O)=O (tert-butyl (5-allyl-4-oxo-2,3,4,5-tetrahydro-1,5-benzothiazepin-3-yl)-carbamate). Procedure details: 610 mg of 56 (1.82 mmol) are taken up in a 25 ml round-bottomed flask and 15 ml of a solution of hydrogen chloride in dioxane (4M) are added. The mixture is stirred for 3 hours at room temperature under argon. After evaporating off the solvent, a gummy residue is obtained, which is triturated from isopropyl ether to give, after filtration, 441 mg of amine 57 in hydrochloride form (cream-colored solid). Run in O1CCOCC1 (dioxane). Reaction SMILES: [CH2:1]([N:4]1[C:10]2[CH:11]=[CH:12][CH:13]=[CH:14][C:9]=2[S:8][CH2:7][CH:6]([NH:15]C(=O)OC(C)(C)C)[C:5]1=[O:23])[CH:2]=[CH2:3].[ClH:24]>O1CCOCC1>[ClH:24].[NH2:15][CH:6]1[C:5](=[O:23])[N:4]([CH2:1][CH:2]=[CH2:3])[C:10]2[CH:11]=[CH:12][CH:13]=[CH:14][C:9]=2[S:8][CH2:7]1 |f:3.4|. Reaction conditions: time 3 hour. Yields the product Cl.NC1CSC2=C(N(C1=O)CC=C)C=CC=C2 (3-amino-5-allyl-2,3-dihydro-5H-1,5-benzothiazepin-4-one hydrochloride). Run at temperature -10 celsius. The solvent is C(C)O (ethanol). Reaction SMILES: [N:1]1[CH:6]=[CH:5][CH:4]=[CH:3][C:2]=1C(C)CCN.[IH:12].[CH3:13][C:14]1[CH:15]=[CH:16][C:17]2[C:18]3[C:22]=1[N:21]=[C:20](SC)[C:19]=3[CH:25]=[CH:26][CH:27]=2>C(O)C>[IH:12].[CH3:13][C:14]1[CH:15]=[CH:16][C:17]2[C:18]3[C:22]=1[N:21]=[C:20]([NH:1][CH2:2][CH2:3][CH2:4][CH2:5][C:5]1[CH:6]=[N:1][CH:2]=[CH:3][CH:4]=1)[C:19]=3[CH:25]=[CH:26][CH:27]=2 |f:1.2,4.5|. Procedure: To a solution of 2.6 grams of 4-(3-pryidinyl butylamine in 75 ml of ethanol, 5.1 grams of 8-methyl-2-methylthiobenz(cd)indole hydriodide was added. The mixture was then stirred and heated under reflux for 16 hours. The hot reaction mixture was clarified and the filtrate cooled at -10° C., yielding 4.75 grams of 8-methyl-N-(4-(3-pyridinyl)butyl)benz(cd)indol-2-amine hydriodide, m.p. 175°-176° C. with decomposition. Reactants: N1=C(C=CC=C1)C(CCN)C (3-pryidinyl butylamine), I.CC=1C=CC=2C3=C(C(=NC13)SC)C=CC2 (8-methyl-2-methylthiobenz(cd)indole hydriodide). Product: I.CC=1C=CC=2C3=C(C(=NC13)NCCCCC=1C=NC=CC1)C=CC2 (8-methyl-N-(4-(3-pyridinyl)butyl)benz(cd)indol-2-amine hydriodide).